Dataset: the Open Reaction Database (ORD), a public repository of structured organic reaction records. Task: describe an organic reaction: reactants, conditions, products, and yield Starting materials: CC1=NN(C(=C1CC(=O)N)C)C1=CC=CC=C1 (3,5-dimethyl-1-phenyl-pyrazol-4-acetamide), [P].O(Cl)Cl (phosphorus oxychloride), ClC(C)Cl (dichloroethane), [OH-].[Na+] (sodium hydroxide). The solvent is C(Cl)(Cl)Cl (chloroform). Run at temperature 100 celsius, time 2 hour. The product is CC1=NN(C(=C1CC#N)C)C1=CC=CC=C1 (3,5-Dimethyl-1-phenyl-pyrazol-4-acetonitrile). Yield: 82.0%. As a reaction SMILES: [CH3:1][C:2]1[C:6]([CH2:7][C:8]([NH2:10])=O)=[C:5]([CH3:11])[N:4]([C:12]2[CH:17]=[CH:16][CH:15]=[CH:14][CH:13]=2)[N:3]=1.[P].O(Cl)Cl.ClC(Cl)C.[OH-].[Na+]>C(Cl)(Cl)Cl>[CH3:1][C:2]1[C:6]([CH2:7][C:8]#[N:10])=[C:5]([CH3:11])[N:4]([C:12]2[CH:17]=[CH:16][CH:15]=[CH:14][CH:13]=2)[N:3]=1 |f:1.2,4.5|. Procedure details: 6 grams 3,5-dimethyl-1-phenyl-pyrazol-4-acetamide, 2.5 grams phosphorus-oxychloride and 9 milliliters dichloroethane were mixed and stirred for 2 hours at 100° C. The reaction mixture was poured on ice, diluted by the addition of chloroform and neutralized by the addition of aqueous sodium hydroxide. The organic phase was separated, washed with water, dried and the solvent evaporated. 3,5-Dimethyl-1-phenyl-pyrazol-4-acetonitrile, melting at 69°-70° C., was obtained in a yield of 82%.